From a dataset of the Open Reaction Database (ORD), a public repository of structured organic reaction records. describe an organic reaction: reactants, conditions, products, and yield Starting materials: Brc1cncc(Br)c1, CO, [H-], [Na+], CN(C)C=O. Yields the product COc1cncc(Br)c1. RXN SMILES: [Br:5][c:6]1[cH:7][n:8][cH:9][c:10]([Br:11])[cH:12]1.[CH3:3][OH:4].[H-:2].[Na+:1].[O:13]=[CH:14][N:15]([CH3:16])[CH3:17]>>[CH3:3][O:4][c:10]1[cH:9][n:8][cH:7][c:6]([Br:5])[cH:12]1. The reactants are [Li+].C[Si](C)(C)[N-][Si](C)(C)C (LiHMDS), CN(N=C(C(=O)OCC)C(=O)OCC)C(CC)=O (diethyl 2-(2-methyl-2-propionylhydrazono)malonate). Solvent: C1CCOC1 (THF), C1CCOC1 (THF). Conditions: temperature -40 celsius, time 1.5 hour. The product is OC=1C(=NN(C(C1C)=O)C)C(=O)OCC (ethyl 4-hydroxy-1,5-dimethyl-6-oxo-1,6-dihydropyridazine-3-carboxylate). Yield: 62.0%. RXN SMILES: [Li+].C[Si]([N-][Si](C)(C)C)(C)C.[CH3:11][N:12]([C:25](=[O:28])[CH2:26][CH3:27])[N:13]=[C:14]([C:20]([O:22]CC)=O)[C:15]([O:17][CH2:18][CH3:19])=[O:16]>C1COCC1>[OH:22][C:20]1[C:14]([C:15]([O:17][CH2:18][CH3:19])=[O:16])=[N:13][N:12]([CH3:11])[C:25](=[O:28])[C:26]=1[CH3:27] |f:0.1|. Procedure details: To a solution of LiHMDS (0.78 mL, 0.78 mmol, 1 M solution in THF) in THF (1 mL) at −78° C. was added a solution of diethyl 2-(2-methyl-2-propionylhydrazono)malonate (50 mg, 0.19 mmol) in THF (1 mL). The resulting mixture was slowly warmed to −40° C. and stirred for 1.5 hours at −40° C. The reaction mixture was quenched with 10% aqueous HCl and diluted with water. The resulting mixture was extracted with EtOAc (2×). The combined organic layers were washed with water, dried over MgSO4, filtered, a... Starting materials: CCOC(Cc1ccc(OCc2nc(-c3ccccc3C)oc2C)cc1Cl)C(=O)OC, [Li+], [OH-]. Product: CCOC(Cc1ccc(OCc2nc(-c3ccccc3C)oc2C)cc1Cl)C(=O)O. Reaction SMILES: [CH3:1][O:2][C:3]([CH:4]([CH2:5][c:6]1[c:7]([Cl:27])[cH:8][c:9]([O:12][CH2:13][c:14]2[n:15][c:16](-[c:20]3[c:21]([CH3:26])[cH:22][cH:23][cH:24][cH:25]3)[o:17][c:18]2[CH3:19])[cH:10][cH:11]1)[O:28][CH2:29][CH3:30])=[O:31].[Li+:33].[OH-:32]>>[O:2]=[C:3]([CH:4]([CH2:5][c:6]1[c:7]([Cl:27])[cH:8][c:9]([O:12][CH2:13][c:14]2[n:15][c:16](-[c:20]3[c:21]([CH3:26])[cH:22][cH:23][cH:24][cH:25]3)[o:17][c:18]2[CH3:19])[cH:10][cH:11]1)[O:28][CH2:29][CH3:30])[OH:31]. Starting materials: [H][H] (hydrogen), [N+](=O)([O-])C=1C=C2CC(N(C2=CC1)C(=O)N)=O (5-nitro-2-oxindole-1-carboxamide). The reagents and catalysts are [Pd] (palladium-on-carbon). Run in CN(C=O)C (N,N-dimethylformamide). The product is NC=1C=C2CC(N(C2=CC1)C(=O)N)=O (5-Amino-2-oxindole-1-carboxamide). RXN SMILES: [N+:1]([C:4]1[CH:5]=[C:6]2[C:10](=[CH:11][CH:12]=1)[N:9]([C:13]([NH2:15])=[O:14])[C:8](=[O:16])[CH2:7]2)([O-])=O.[H][H]>[Pd].CN(C)C=O>[NH2:1][C:4]1[CH:5]=[C:6]2[C:10](=[CH:11][CH:12]=1)[N:9]([C:13]([NH2:15])=[O:14])[C:8](=[O:16])[CH2:7]2. Procedure: To a solution of 5.0 g. of 5-nitro-2-oxindole-1-carboxamide in 110 ml. of N,N-dimethylformamide was added 0.5 g. of 10% palladium-on-carbon, and the resulting mixture was shaken under an atmosphere of hydrogen at an initial pressure of 5 kg/cm2 until hydrogen uptake ceased. The catalyst was removed by filtration, and the filtrate was diluted with brine and extracted with ethyl acetate. The extracts were dried (MgSO4) and evaporated in vacuo to give a dark-colored oil which solidified after tritu... The reactants are CCC(C)COc1ccc(-c2ccc(S(=O)(=O)c3ccc(C)cc3)cc2)cc1Br, CCO, [Na+], [OH-]. The product is CCC(C)COc1ccc(-c2ccc(O)cc2)cc1Br. Reaction SMILES: [Br:1][c:2]1[cH:3][c:4](-[c:14]2[cH:15][cH:16][c:17]([S:20]([c:21]3[cH:22][cH:23][c:24]([CH3:25])[cH:26][cH:27]3)(=[O:28])=[O:29])[cH:18][cH:19]2)[cH:5][cH:6][c:7]1[O:8][CH2:9][CH:10]([CH2:11][CH3:12])[CH3:13].[CH3:32][CH2:33][OH:34].[Na+:31].[OH-:30]>>[Br:1][c:2]1[cH:3][c:4](-[c:14]2[cH:15][cH:16][c:17]([OH:30])[cH:18][cH:19]2)[cH:5][cH:6][c:7]1[O:8][CH2:9][CH:10]([CH2:11][CH3:12])[CH3:13]. Starting materials: C(C=C)N1C=CC=2N=CN=C(C21)Cl (5-allyl-4-chloro-5H-pyrrolo[3,2-d]pyrimidine), BrN1C(CCC1=O)=O (N-bromosuccinimide). Solvent: C1CCOC1 (THF). Reaction conditions: time 1 hour. Product: C(C=C)N1C=C(C=2N=CN=C(C21)Cl)Br (5-allyl-7-bromo-4-chloro-5H-pyrrolo[3,2-d]pyrimidine). The yield is 92.5%. Reaction SMILES: [CH2:1]([N:4]1[C:12]2[C:11]([Cl:13])=[N:10][CH:9]=[N:8][C:7]=2[CH:6]=[CH:5]1)[CH:2]=[CH2:3].[Br:14]N1C(=O)CCC1=O>C1COCC1>[CH2:1]([N:4]1[C:12]2[C:11]([Cl:13])=[N:10][CH:9]=[N:8][C:7]=2[C:6]([Br:14])=[CH:5]1)[CH:2]=[CH2:3]. Procedure: To a room temperature solution of 5-allyl-4-chloro-5H-pyrrolo[3,2-d]pyrimidine (960 mg, 5 mmol, 1 equiv.) in 100 mL of THF was added N-bromosuccinimide (1.1 g, 6 mmol, 1.1 equiv.). After 1 hour, the THF was concentrated and the residue diluted with water and extracted with EtOAc. The combined organic layers were dried, filtered, and concentrated in vacuo. The solids were sonicated in water/saturated aqueous NaHCO3/MeOH and filtered to provide 1.26 g (93%) of 5-allyl-7-bromo-4-chloro-5H-pyrrolo[3... Starting materials: NC1=C(C(=NC(=C1F)C1=CC=CC=2OCOC21)C(=O)OC)Cl (methyl 4-amino-6-(benzo[d][1,3]dioxol-4-yl)-3-chloro-5-fluoropicolinate), [OH-].[Na+] (sodium hydroxide), Cl (HCl). Solvent: CO (methanol). Run at time 8 hour. The product is NC1=C(C(=NC(=C1F)C1=CC=CC=2OCOC21)C(=O)O)Cl (4-Amino-6-(benzo[d][1,3]dioxol-4-yl)-3-chloro-5-fluoropicolinic acid). Yield: 74.6%. Reaction SMILES: [NH2:1][C:2]1[C:7]([F:8])=[C:6]([C:9]2[C:17]3[O:16][CH2:15][O:14][C:13]=3[CH:12]=[CH:11][CH:10]=2)[N:5]=[C:4]([C:18]([O:20]C)=[O:19])[C:3]=1[Cl:22].[OH-].[Na+].Cl>CO>[NH2:1][C:2]1[C:7]([F:8])=[C:6]([C:9]2[C:17]3[O:16][CH2:15][O:14][C:13]=3[CH:12]=[CH:11][CH:10]=2)[N:5]=[C:4]([C:18]([OH:20])=[O:19])[C:3]=1[Cl:22] |f:1.2|. Procedure details: To a reaction vessel containing methyl 4-amino-6-(benzo[d][1,3]dioxol-4-yl)-3-chloro-5-fluoropicolinate (0.150 g, 0.462 mmol) was added methanol (9.24 mL) and 2 N sodium hydroxide (0.924 mL, 1.848 mmol). The reaction mixture was stirred overnight at room temperature, neutralized to pH 3 with 2 N HCl, and concentrated under a stream of nitrogen. The precipitate that formed was filtered off, washed with water, and dried to provide the title compound as a white solid (0.107 g, 74.6%): mp 171-173° C... Reactants: BrC1=CC=C(C=C1)S(=O)(=O)O[C@H]1C[C@@H]2N(C([C@H](CCCCC\C=C/[C@H]3[C@](NC2=O)(C3)C(=O)OCC)NC(=O)OC(C)(C)C)=O)C1 ((2S ,6S ,13aS,14aR,16aS,Z)-ethyl 2-(4-bromophenylsulfonyloxy)-6-(tert-butoxycarbonylamino)-5,16-dioxo-1,2,3,5,6,7,8,9,10,11,13a,14,14a,15,16,16a-hexadecahydrocyclopropa[e]pyrrolo[1,2-a][1,4]diazacyclopentadecine-14a-carboxylate), C1=CC=CC=2NC(C3=CC=CC=C3C12)=O (phenanthridin-6(5H)-one), C([O-])([O-])=O.[Cs+].[Cs+] (cesium carbonate), Cl (HCl). The solvent is CS(=O)C (DMSO), O (water). Reaction conditions: temperature 75 celsius. The product is C(C)(C)(C)OC(=O)N[C@H]1CCCCC\C=C/[C@H]2[C@](NC([C@H]3N(C1=O)C[C@@H](C3)OC=3N=C1C=CC=CC1=C1C=CC=CC31)=O)(C2)C(=O)OCC ((2R,6S,13aS,14aR,16aS,Z)-ethyl 6-(tert-butoxycarbonylamino)-5,16-dioxo-2-(phenanthridin-6-yloxy)-1,2,3,5,6,7,8,9,10,11,13a,14,14a,15,16,16a-hexadecahydrocyclopropa[e]pyrrolo[1,2-a][1,4]diazacyclopentadecine-14a-carboxylate), C(C)(C)(C)OC(=O)N[C@H]1CCCCC\C=C/[C@H]2[C@](NC([C@H]3N(C1=O)C[C@@H](C3)OC3=CC=CC1=NC=C4C=CC=CC4=C31)=O)(C2)C(=O)OCC ((2R,6S,13aS,14aR,16aS,Z)-ethyl 6-(tert-butoxycarbonylamino)-5,16-dioxo-2-(phenanthridin yloxy)-1,2,3,5,6,7,8,9,10,11,13a,14,14a,15,16,16a-hexadecahydrocyclopropa[e]pyrrolo [1,2-a][1,4]diazacyclopentadecine-14a-carboxylate). Yield: 120.0%. Reaction SMILES: BrC1C=CC(S([O:11][C@@H:12]2[CH2:45][N:15]3[C:16](=[O:44])[C@@H:17]([NH:36][C:37]([O:39][C:40]([CH3:43])([CH3:42])[CH3:41])=[O:38])[CH2:18][CH2:19][CH2:20][CH2:21][CH2:22][CH:23]=[CH:24][C@@H:25]4[CH2:30][C@@:26]4([C:31]([O:33][CH2:34][CH3:35])=[O:32])[NH:27][C:28](=[O:29])[C@@H:14]3[CH2:13]2)(=O)=O)=CC=1.[CH:46]1[C:59]2[C:58]3[C:53](=[CH:54][CH:55]=[CH:56][CH:57]=3)[C:52](=[O:60])[NH:51][C:50]=2[CH:49]=[CH:48][CH:47]=1.C(=O)([O-])[O-].[Cs+].[Cs+].Cl>O.CS(C)=O>[C:40]([O:39][C:37]([NH:36][C@@H:17]1[C:16](=[O:44])[N:15]2[CH2:45][C@H:12]([O:60][C:52]3[N:51]=[C:50]4[C:59](=[C:58]5[C:53]=3[CH:54]=[CH:55][CH:56]=[CH:57]5)[CH:46]=[CH:47][CH:48]=[CH:49]4)[CH2:13][C@H:14]2[C:28](=[O:29])[NH:27][C@:26]2([C:31]([O:33][CH2:34][CH3:35])=[O:32])[CH2:30][C@H:25]2[CH:24]=[CH:23][CH2:22][CH2:21][CH2:20][CH2:19][CH2:18]1)=[O:38])([CH3:43])([CH3:42])[CH3:41].[C:40]([O:39][C:37]([NH:36][C@@H:17]1[C:16](=[O:44])[N:15]2[CH2:45][C@H:12]([O:11][C:46]3[C:59]4[C:50](=[N:51][CH:52]=[C:53]5[C:58]=4[CH:57]=[CH:56][CH:55]=[CH:54]5)[CH:49]=[CH:48][CH:47]=3)[CH2:13][C@H:14]2[C:28](=[O:29])[NH:27][C@:26]2([C:31]([O:33][CH2:34][CH3:35])=[O:32])[CH2:30][C@H:25]2[CH:24]=[CH:23][CH2:22][CH2:21][CH2:20][CH2:19][CH2:18]1)=[O:38])([CH3:43])([CH3:41])[CH3:42] |f:2.3.4|. Procedure: To (2S ,6S ,13aS,14aR,16aS,Z)-ethyl 2-(4-bromophenylsulfonyloxy)-6-(tert-butoxycarbonylamino)-5,16-dioxo-1,2,3,5,6,7,8,9,10,11,13a,14,14a,15,16,16a-hexadecahydrocyclopropa[e]pyrrolo[1,2-a][1,4]diazacyclopentadecine-14a-carboxylate (9.00 g, 12.6 mmol) and phenanthridin-6(5H)-one (3.08 g, 15.8 mmol) was added DMSO (50 ml). To this mixture was added cesium carbonate (6.17 g, 18.9 mmol) and the resulting mixture was heated at 75° C. for 3 hr. The reaction mixture was cooled to room temperature, dilu... The reactants are CN1CCNCC1 (N-methyl piperazine), BrCCCl (1-bromo-2-chloroethane). Yields the product Cl.ClCCN1CCN(CC1)C (1-(2-chloroethyl)-4-methylpiperazine hydrochloride). RXN SMILES: [CH3:1][N:2]1[CH2:7][CH2:6][NH:5][CH2:4][CH2:3]1.Br[CH2:9][CH2:10][Cl:11]>>[ClH:11].[Cl:11][CH2:10][CH2:9][N:5]1[CH2:6][CH2:7][N:2]([CH3:1])[CH2:3][CH2:4]1 |f:2.3|. Reported procedure: N-methyl piperazine and 1-bromo-2-chloroethane are reacted using the procedure for Example OO to afford 1-(2-chloroethyl)-4-methylpiperazine hydrochloride.